From a dataset of the Open Reaction Database (ORD), a public repository of structured organic reaction records. describe an organic reaction: reactants, conditions, products, and yield The reactants are ClC=1N=CC2=C(N1)N(C=C(C2=O)C(=O)OCC)CC (2-chloro-5-oxo-6-carbethoxy-8-ethyl-5,8-dihydro-pyrido(2,3-d)pyrimidine), C(C=C)N1CCNCC1 (1-allyl-piperazine). Yields the product C(C=C)N1CCN(CC1)C=1N=CC2=C(N1)N(C=C(C2=O)C(=O)OCC)CC (2-(4'-Allyl-piperazino)-5-oxo-6-carbethoxy-8-ethyl-5,8-dihydro-pyrido(2,3-d)pyrimidine). Isolated yield 79.0%. Reaction SMILES: Cl[C:2]1[N:3]=[CH:4][C:5]2[C:11](=[O:12])[C:10]([C:13]([O:15][CH2:16][CH3:17])=[O:14])=[CH:9][N:8]([CH2:18][CH3:19])[C:6]=2[N:7]=1.[CH2:20]([N:23]1[CH2:28][CH2:27][NH:26][CH2:25][CH2:24]1)[CH:21]=[CH2:22]>>[CH2:20]([N:23]1[CH2:28][CH2:27][N:26]([C:2]2[N:3]=[CH:4][C:5]3[C:11](=[O:12])[C:10]([C:13]([O:15][CH2:16][CH3:17])=[O:14])=[CH:9][N:8]([CH2:18][CH3:19])[C:6]=3[N:7]=2)[CH2:25][CH2:24]1)[CH:21]=[CH2:22]. Procedure details: 2-(4'-Allyl-piperazino)-5-oxo-6-carbethoxy-8-ethyl-5,8-dihydro-pyrido(2,3-d)pyrimidine is prepared, in a yield of 79%, by condensing 2-chloro-5-oxo-6-carbethoxy-8-ethyl-5,8-dihydro-pyrido(2,3-d)pyrimidine with 1-allyl-piperazine, as indicated in the preceding Examples. It is a solid which melts in two stages; melting point 131° C., solidification, followed by melting point 143° C. [after recrystallisation from a mixture of benzene (1 volume) and isopropyl ether (1 volume)]. Reactants: OC1=CC=C(C=C1)C(C)(C)C1=CC=C(C=C1)O (bisphenol A), N1=CC=CC=C1 (pyridine), FC(S(=O)(=O)OS(=O)(=O)C(F)(F)F)(F)F (trifluoromethanesulfonic anhydride). The solvent is C(Cl)Cl (methylene chloride), C(Cl)Cl (methylene chloride). Reaction conditions: time 14 hour. Product: FC(S(=O)(=O)O)(F)F.FC(S(=O)(=O)O)(F)F.OC1=CC=C(C=C1)C(C)(C)C1=CC=C(C=C1)O (bisphenol A bis(trifluoromethanesulfonate)). As a reaction SMILES: [OH:1][C:2]1[CH:7]=[CH:6][C:5]([C:8]([C:11]2[CH:16]=[CH:15][C:14]([OH:17])=[CH:13][CH:12]=2)([CH3:10])[CH3:9])=[CH:4][CH:3]=1.N1C=CC=CC=1.[F:24][C:25]([F:38])([F:37])[S:26]([O:29]S(C(F)(F)F)(=O)=O)(=[O:28])=[O:27]>C(Cl)Cl>[F:24][C:25]([F:38])([F:37])[S:26]([OH:29])(=[O:28])=[O:27].[F:24][C:25]([F:38])([F:37])[S:26]([OH:29])(=[O:28])=[O:27].[OH:1][C:2]1[CH:3]=[CH:4][C:5]([C:8]([C:11]2[CH:12]=[CH:13][C:14]([OH:17])=[CH:15][CH:16]=2)([CH3:10])[CH3:9])=[CH:6][CH:7]=1 |f:4.5.6|. Reported procedure: A solution of 22.46 grams (79.5 mmol.) of bisphenol A and 75 ml. of pyridine in 200 ml. of methylene chloride was cooled to 0° C., and 50 grams (177 mmol.) of trifluoromethanesulfonic anhydride was added over 40 minutes at a rate to maintain the temperature of the reaction mixture below 10° C. The resulting clear yellow solution was allowed to warm to room temperature, stirred for 14 hours, diluted with methylene chloride and washed twice with 5% aqueous hydrochloric acid solution and three time... The reactants are ClCCl, COCCn1nc(-c2ccccc2)nc1CO. Product: COCCn1nc(-c2ccccc2)nc1C=O. RXN SMILES: [CH2:18]([Cl:19])[Cl:20].[CH3:1][O:2][CH2:3][CH2:4][n:5]1[n:6][c:7](-[c:12]2[cH:13][cH:14][cH:15][cH:16][cH:17]2)[n:8][c:9]1[CH2:10][OH:11]>>[CH3:1][O:2][CH2:3][CH2:4][n:5]1[n:6][c:7](-[c:12]2[cH:13][cH:14][cH:15][cH:16][cH:17]2)[n:8][c:9]1[CH:10]=[O:11]. Reactants: C(C)(C)(C)O[C@H](C(=O)OC)C1=C2N3CCC(OCCCC[C@@H](OC=4C(=CC(=CC4C4=CC=CC(C5=CN2C(C(=C1C)C)=N5)=C4)F)F)C)(CC3)C (methyl(2S)-2-(tert-butoxy)-2-[(22S)-17,19-difluoro-4,5,22,28-tetramethyl-21,27-dioxa-1,7,34-triazahexacyclo[26.2.2.16,9.110,14.02,7.015,20]tetratriaconta-2,4,6(34),8,10(33),11,13,15(20),16,18-decaen-3-yl]acetate), C(C)(C)(C)O[C@H](C(=O)O)C1=C2N3CCC(OCCCC[C@@H](OC=4C=CC(=CC4C4=CC=CC(C5=C(N2C(C=C1C)=N5)Cl)=C4)C)C)(CC3)C ((2S)-2-(tert-butoxy)-2-[(22S)-8-chloro-4,17,22,28-tetramethyl-21,27-dioxa-1,7,34-triazahexacyclo[26.2.2.16,9.110,14.02,7.015,20]tetratriaconta-2,4,6(34),8,10(33),11,13,15(20),16,18-decaen-3-yl]acetic acid). Product: C(C)(C)(C)O[C@H](C(=O)O)C1=C2N3CCC(OCCCC[C@@H](OC=4C(=CC(=CC4C4=CC=CC(C5=CN2C(C(=C1C)C)=N5)=C4)F)F)C)(CC3)C ((2S)-2-(tert-Butoxy)-2-[(22S)-17,19-difluoro-4,5,22,28-tetramethyl-21,27-dioxa-1,7,34-triazahexacyclo[26.2.2.16,9.110,14.02,7.015,20]tetratriaconta-2,4,6(34),8,10(33),11,13,15(20),16,18-decaen-3-yl]acetic acid). The yield is 17.2%. Reaction SMILES: [C:1]([O:5][C@@H:6]([C:11]1[C:40]([CH3:41])=[C:39]([CH3:42])[C:38]2=[N:43][C:35]3=[CH:36][N:37]2[C:12]=1[N:13]1[CH2:49][CH2:48][C:16]([CH3:50])([O:17][CH2:18][CH2:19][CH2:20][CH2:21][C@H:22]([CH3:47])[O:23][C:24]2[C:25]([F:46])=[CH:26][C:27]([F:45])=[CH:28][C:29]=2[C:30]2[CH:44]=[C:34]3[CH:33]=[CH:32][CH:31]=2)[CH2:15][CH2:14]1)[C:7]([O:9]C)=[O:8])([CH3:4])([CH3:3])[CH3:2].C(O[C@@H](C1C(C)=CC2=NC3=C(Cl)N2C=1N1CCC(C)(OCCCC[C@H](C)OC2C=CC(C)=CC=2C2C=C3C=CC=2)CC1)C(O)=O)(C)(C)C>>[C:1]([O:5][C@@H:6]([C:11]1[C:40]([CH3:41])=[C:39]([CH3:42])[C:38]2=[N:43][C:35]3=[CH:36][N:37]2[C:12]=1[N:13]1[CH2:14][CH2:15][C:16]([CH3:50])([O:17][CH2:18][CH2:19][CH2:20][CH2:21][C@H:22]([CH3:47])[O:23][C:24]2[C:25]([F:46])=[CH:26][C:27]([F:45])=[CH:28][C:29]=2[C:30]2[CH:44]=[C:34]3[CH:33]=[CH:32][CH:31]=2)[CH2:48][CH2:49]1)[C:7]([OH:9])=[O:8])([CH3:4])([CH3:2])[CH3:3]. Procedure details: Prepared in 17.2% yield from methyl(2S)-2-(tert-butoxy)-2-[(22S)-17,19-difluoro-4,5,22,28-tetramethyl-21,27-dioxa-1,7,34-triazahexacyclo[26.2.2.16,9.110,14.02,7.015,20]tetratriaconta-2,4,6(34),8,10(33),11,13,15(20),16,18-decaen-3-yl]acetate following the procedure for (2S)-2-(tert-butoxy)-2-[(22S)-8-chloro-4,17,22,28-tetramethyl-21,27-dioxa-1,7,34-triazahexacyclo[26.2.2.16,9.110,14.02,7.015,20]tetratriaconta-2,4,6(34),8,10(33),11,13,15(20),16,18-decaen-3-yl]acetic acid. 1H NMR (500 MHz, DMSO-d6)...